Task: describe an organic reaction: reactants, conditions, products, and yield. Dataset: the Open Reaction Database (ORD), a public repository of structured organic reaction records The solvent is CCCCCC.C(C)(=O)OCC (hexane ethyl acetate). Reaction conditions: time 12 hour. Procedure: To 2-bromomethyl-3-methylmaleic anhydride (1.25 g, 6.10 mmol) was added 5 M aqueous sodium hydroxide solution (4 mL) at room temperature, and the mixture was stirred for 12 h. The reaction mixture was adjusted to pH 1 with 5 M hydrochloric acid (5 mL), added with sodium chloride and extracted three times with ethyl acetate. The combined organic layer was concentrated under reduced pressure, and the residue thus obtained was subjected to silica gel column chromatography (hexane-ethyl acetate 2:1)... Starting materials: [Cl-].[Na+] (sodium chloride), BrC/C=1/C(=O)OC(\C1\C)=O (2-bromomethyl-3-methylmaleic anhydride), [OH-].[Na+] (sodium hydroxide), Cl (hydrochloric acid). The product is OC/C=1/C(=O)OC(\C1\C)=O (2-Hydroxymethyl-3-methylmaleic anhydride). RXN SMILES: Br[CH2:2][C:3]1[C:4]([O:6][C:7](=[O:10])[C:8]=1[CH3:9])=[O:5].[OH-:11].[Na+].Cl.[Cl-].[Na+]>CCCCCC.C(OCC)(=O)C>[OH:11][CH2:2][C:3]1[C:4]([O:6][C:7](=[O:10])[C:8]=1[CH3:9])=[O:5] |f:1.2,4.5,6.7|. Isolated yield 26.0%. Starting materials: CC=1C(=NC(=C(C(=O)O)C1)Cl)Cl (methyl 2,6-dichloronicotinic acid), ClC1=CC=C(CCN)C=C1 (4-chlorophenethylamine), C(=O)(OC(C)(C)C)N1CCNCC1 (N-Boc-piperazine). Yields the product C(C)(C)(C)OC(=O)N1CCN(CC1)C1=NC(=C(C=C1)C(NCCC1=CC=C(C=C1)Cl)=O)Cl (4-{6-Chloro-5-[2-(4-chloro-phenyl)-ethylcarbamoyl]-pyridin-2-yl}-piperazine-1-carbo-xylic acid tert-butyl ester). As a reaction SMILES: C[C:2]1[C:3](Cl)=[N:4][C:5]([Cl:11])=[C:6]([CH:10]=1)[C:7]([OH:9])=O.[Cl:13][C:14]1[CH:22]=[CH:21][C:17]([CH2:18][CH2:19][NH2:20])=[CH:16][CH:15]=1.[C:23]([N:30]1[CH2:35][CH2:34][NH:33][CH2:32][CH2:31]1)([O:25][C:26]([CH3:29])([CH3:28])[CH3:27])=[O:24]>>[C:26]([O:25][C:23]([N:30]1[CH2:35][CH2:34][N:33]([C:3]2[CH:2]=[CH:10][C:6]([C:7](=[O:9])[NH:20][CH2:19][CH2:18][C:17]3[CH:21]=[CH:22][C:14]([Cl:13])=[CH:15][CH:16]=3)=[C:5]([Cl:11])[N:4]=2)[CH2:32][CH2:31]1)=[O:24])([CH3:29])([CH3:27])[CH3:28]. Procedure: In analogy to example 38 methyl 2,6-dichloronicotinic acid was coupled with 4-chlorophenethylamine and then reacted with N-Boc-piperazine. Light yellow solid. Reactants: CO, Nc1ncc([N+](=O)[O-])cc1[N+](=O)[O-]. Reaction SMILES: [CH3:14][OH:15].[NH2:1][c:2]1[n:3][cH:4][c:5]([N+:11](=[O:12])[O-:13])[cH:6][c:7]1[N+:8]([O-:9])=[O:10]>>[NH2:1][c:2]1[n:3][cH:4][c:5]([N+:11](=[O:12])[O-:13])[cH:6][c:7]1[NH2:8]. The product is Nc1cc([N+](=O)[O-])cnc1N.